Dataset: the Open Reaction Database (ORD), a public repository of structured organic reaction records. Task: describe an organic reaction: reactants, conditions, products, and yield Starting materials: C(N)(=O)C=1N=C2N(CCOC3=C2C=C(C(=C3)F)C#CC(C)(C)O)C1C(=O)O (2-Carbamoyl-9-fluoro-10-(3-hydroxy-3-methyl-but-1-ynyl)-5,6-dihydroimidazo[1,2-d][1,4]benzoxazepine-3-carboxylic acid), COC(CN)(C)C ((2-methoxy-2-methylpropyl)amine). The product is FC1=CC2=C(C=3N(CCO2)C(=C(N3)C(=O)N)C(=O)NCC(C)(C)OC)C=C1C#CC(C)(C)O (9-fluoro-10-(3-hydroxy-3-methyl-but-1-ynyl)-N3-(2-methoxy-2-methyl-propyl)-5,6-dihydroimidazo[1,2-d][1,4]benzoxazepine-2,3-dicarboxamide). As a reaction SMILES: [C:1]([C:4]1[N:5]=[C:6]2[C:12]3[CH:13]=[C:14]([C:18]#[C:19][C:20]([OH:23])([CH3:22])[CH3:21])[C:15]([F:17])=[CH:16][C:11]=3[O:10][CH2:9][CH2:8][N:7]2[C:24]=1[C:25](O)=[O:26])(=[O:3])[NH2:2].[CH3:28][O:29][C:30]([CH3:34])([CH3:33])[CH2:31][NH2:32]>>[F:17][C:15]1[C:14]([C:18]#[C:19][C:20]([OH:23])([CH3:21])[CH3:22])=[CH:13][C:12]2[C:6]3[N:7]([C:24]([C:25]([NH:32][CH2:31][C:30]([O:29][CH3:28])([CH3:34])[CH3:33])=[O:26])=[C:4]([C:1]([NH2:2])=[O:3])[N:5]=3)[CH2:8][CH2:9][O:10][C:11]=2[CH:16]=1. Procedure: 2-Carbamoyl-9-fluoro-10-(3-hydroxy-3-methyl-but-1-ynyl)-5,6-dihydroimidazo[1,2-d][1,4]benzoxazepine-3-carboxylic acid (0.05 g) was reacted with (2-methoxy-2-methylpropyl)amine similar to as described in Example 2 to afford 14.8 mg of 9-fluoro-10-(3-hydroxy-3-methyl-but-1-ynyl)-N3-(2-methoxy-2-methyl-propyl)-5,6-dihydroimidazo[1,2-d][1,4]benzoxazepine-2,3-dicarboxamide following reverse phase hplc purification. MS (Q1) 459 (M)+. 1H NMR (400 MHz, DMSO) δ 11.24 (t, 1H), 8.60 (d, J=8.5 Hz, 1H), 8.35... The reactants are BrC1=C(C=CC=C1)O (2-bromophenol), ClCOC (chloro(methoxy)methane), C([O-])([O-])=O.[Na+].[Na+] (sodium carbonate). Run in O (water), CN(C)C=O (DMF). Reaction conditions: temperature 80 celsius. The product is BrC1=C(C=CC=C1)OCOC (1-bromo-2-(methoxymethoxy)benzene). The yield is 67.0%. Reaction SMILES: [Br:1][C:2]1[CH:7]=[CH:6][CH:5]=[CH:4][C:3]=1[OH:8].Cl[CH2:10][O:11][CH3:12].C(=O)([O-])[O-].[Na+].[Na+]>CN(C=O)C.O>[Br:1][C:2]1[CH:7]=[CH:6][CH:5]=[CH:4][C:3]=1[O:8][CH2:10][O:11][CH3:12] |f:2.3.4|. Reported procedure: To a solution of 2-bromophenol (5.0 g, 28.90 mmol) and chloro(methoxy)methane (3.4 g, 43.35 mmol) in DMF (50 mL) was added sodium carbonate (18.7 g, 57.8 mmol). The reaction mixture was heated at 80° C. for 12 h. After completion, the reaction mixture was diluted with water (100 mL) and extracted with ethyl acetate (2×100 mL). The organic layer was washed with water (3×100 mL), dried over sodium sulfate and concentrated under reduced pressure to yield desired 1-bromo-2-(methoxymethoxy)benzene (4... The reactants are C(C)OC1=C(C=C(C=C1)F)C=1C2=C(N=CN1)C(=C(N2)C)C(=O)NC2CCNCC2 (4-(2-ethoxy-5-fluorophenyl)-6-methyl-N-(piperidin-4-yl)-5H-pyrrolo[3,2-d]pyrimidine-7-carboxamide), C(CC)(=O)Cl (propionyl chloride). The product is C(C)OC1=C(C=C(C=C1)F)C=1C2=C(N=CN1)C(=C(N2)C)C(=O)NC2CCN(CC2)C(CC)=O (4-(2-Ethoxy-5-fluorophenyl)-6-methyl-N-(1-propanoylpiperidin-4-yl)-5H-pyrrolo[3,2-d]pyrimidine-7-carboxamide). As a reaction SMILES: [CH2:1]([O:3][C:4]1[CH:9]=[CH:8][C:7]([F:10])=[CH:6][C:5]=1[C:11]1[C:12]2[NH:19][C:18]([CH3:20])=[C:17]([C:21]([NH:23][CH:24]3[CH2:29][CH2:28][NH:27][CH2:26][CH2:25]3)=[O:22])[C:13]=2[N:14]=[CH:15][N:16]=1)[CH3:2].[C:30](Cl)(=[O:33])[CH2:31][CH3:32]>>[CH2:1]([O:3][C:4]1[CH:9]=[CH:8][C:7]([F:10])=[CH:6][C:5]=1[C:11]1[C:12]2[NH:19][C:18]([CH3:20])=[C:17]([C:21]([NH:23][CH:24]3[CH2:25][CH2:26][N:27]([C:30](=[O:33])[CH2:31][CH3:32])[CH2:28][CH2:29]3)=[O:22])[C:13]=2[N:14]=[CH:15][N:16]=1)[CH3:2]. Procedure details: Starting from 4-(2-ethoxy-5-fluorophenyl)-6-methyl-N-(piperidin-4-yl)-5H-pyrrolo[3,2-d]pyrimidine-7-carboxamide (example D.f17) and commercially propionyl chloride the title compound is obtained as colorless solid. Yields the product Cl.N1N=CC2=CC(=CC=C12)NC1=NC=NC2=CC=C(C=C12)N1CCCC1 (4-(1H-indazol-5-ylamino)-6-(1-pyrrolidinyl)quinazoline hydrochloride). Procedure details: Using an analogous procedure to that described in Example 5, 4-chloro-6-(1-pyrrolidinyl)quinazoline was reacted with 5-amino-1H-indazole to give 4-(1H-indazol-5-ylamino)-6-(1-pyrrolidinyl)quinazoline hydrochloride in 78% yield, m.p. 271°-273° C.; Isolated yield 78.0%. RXN SMILES: [Cl:1][C:2]1[C:11]2[C:6](=[CH:7][CH:8]=[C:9]([N:12]3[CH2:16][CH2:15][CH2:14][CH2:13]3)[CH:10]=2)[N:5]=[CH:4][N:3]=1.[NH2:17][C:18]1[CH:19]=[C:20]2[C:24](=[CH:25][CH:26]=1)[NH:23][N:22]=[CH:21]2>>[ClH:1].[NH:23]1[C:24]2[C:20](=[CH:19][C:18]([NH:17][C:2]3[C:11]4[C:6](=[CH:7][CH:8]=[C:9]([N:12]5[CH2:16][CH2:15][CH2:14][CH2:13]5)[CH:10]=4)[N:5]=[CH:4][N:3]=3)=[CH:26][CH:25]=2)[CH:21]=[N:22]1 |f:2.3|. Reactants: ClC1=NC=NC2=CC=C(C=C12)N1CCCC1 (4-chloro-6-(1-pyrrolidinyl)quinazoline), NC=1C=C2C=NNC2=CC1 (5-amino-1H-indazole). The reactants are ON=C(Cl)Cl, CN(C)c1ccccc1, O=C(Cl)Cl, ON=C1COCS1. The product is CN(C)C(=O)ON=C1COCS1. Reaction SMILES: [C:21](=[N:22][OH:23])([Cl:24])[Cl:25].[CH3:12][N:13]([CH3:14])[c:15]1[cH:16][cH:17][cH:18][cH:19][cH:20]1.[Cl:8][C:9]([Cl:10])=[O:11].[N:1]([OH:2])=[C:3]1[S:4][CH2:5][O:6][CH2:7]1>>[N:1]([O:2][C:9](=[O:11])[N:13]([CH3:12])[CH3:14])=[C:3]1[S:4][CH2:5][O:6][CH2:7]1.